From a dataset of the Open Reaction Database (ORD), a public repository of structured organic reaction records. describe an organic reaction: reactants, conditions, products, and yield The reactants are C1(=CC=CC=C1)P(C1=CC=CC=C1)C1=CC=CC=C1 (Triphenylphosphine), O[C@@H]1C[C@@H]([C@H](CC1)C(=O)OC(C)(C)C)C(=O)OC (1-tert-butyl 2-methyl(1S,2S,4S)-4-hydroxycyclohexane-1,2-dicarboxylate), N1=CC=C(C=C1)O (4-pyridinol), O1CCCC1 (tetrahydrofuran), N(=NC(=O)OCC)C(=O)OCC (diethyl azodicarboxylate), O1CCCC1 (tetrahydrofuran). Run at time 8 hour. Yields the product N1=CC=C(C=C1)O[C@H]1C[C@@H]([C@H](CC1)C(=O)OC(C)(C)C)C(=O)OC (1-tert-butyl 2-methyl(1S,2S,4R)-4-(pyridin-4-yloxy)cyclohexane-1,2-dicarboxylate). As a reaction SMILES: C1(P(C2C=CC=CC=2)C2C=CC=CC=2)C=CC=CC=1.[OH:20][C@H:21]1[CH2:26][CH2:25][C@H:24]([C:27]([O:29][C:30]([CH3:33])([CH3:32])[CH3:31])=[O:28])[C@@H:23]([C:34]([O:36][CH3:37])=[O:35])[CH2:22]1.[N:38]1[CH:43]=[CH:42][C:41](O)=[CH:40][CH:39]=1.O1CCCC1.N(C(OCC)=O)=NC(OCC)=O>>[N:38]1[CH:43]=[CH:42][C:41]([O:20][C@@H:21]2[CH2:26][CH2:25][C@H:24]([C:27]([O:29][C:30]([CH3:31])([CH3:32])[CH3:33])=[O:28])[C@@H:23]([C:34]([O:36][CH3:37])=[O:35])[CH2:22]2)=[CH:40][CH:39]=1. Procedure details: Triphenylphosphine (2.0E3 mg, 0.0077 mol) was added To a solution of 1-tert-butyl 2-methyl(1S,2S,4S)-4-hydroxycyclohexane-1,2-dicarboxylate (1.0 g, 0.0039 mol) and 4-pyridinol (730 mg, 0.0076 mol) in tetrahydrofuran (10.0 mL, 0.123 mol) at rt. A solution of diethyl azodicarboxylate (1200 uL, 0.0077 mol) in tetrahydrofuran (10.0 mL, 0.123 mol) was added. The reaction mixture was stirred at rt overnight. The reaction was chromatographed by combiflash (ethyl acetate in hexanes: 80%) to give 1-tert-... Reactants: O=C([O-])[O-], CC(=O)CCl, ClC(Cl)Cl, COc1nc(Cl)ccc1NC=O, [Cs+], [Cs+], [I-], [K+], CN(C)C=O, O. The product is COc1nc(Cl)ccc1N(C=O)CC(C)=O. As a reaction SMILES: [C:1](=[O:2])([O-:3])[O-:4].[CH3:9][C:10](=[O:11])[CH2:12][Cl:13].[CH:31]([Cl:32])([Cl:33])[Cl:34].[Cl:14][c:15]1[cH:16][cH:17][c:18]([NH:23][CH:24]=[O:25])[c:19]([O:21][CH3:22])[n:20]1.[Cs+:5].[Cs+:6].[I-:8].[K+:7].[O:26]=[CH:27][N:28]([CH3:29])[CH3:30].[OH2:35]>>[CH3:9][C:10](=[O:11])[CH2:12][N:23]([c:18]1[cH:17][cH:16][c:15]([Cl:14])[n:20][c:19]1[O:21][CH3:22])[CH:24]=[O:25]. The reactants are COc1ccc(N)c(C)c1, CC(C)O, COc1cccc2c(Cl)c(CCCl)c(C)nc12, Cl. Yields the product COc1ccc(N2CCc3c(C)nc4c(OC)cccc4c32)c(C)c1. Reaction SMILES: [CH3:19][O:20][c:21]1[cH:22][c:23]([CH3:28])[c:24]([NH2:25])[cH:26][cH:27]1.[CH3:29][CH:30]([OH:31])[CH3:32].[CH3:2][c:3]1[n:4][c:5]2[c:6]([O:17][CH3:18])[cH:7][cH:8][cH:9][c:10]2[c:11]([Cl:16])[c:12]1[CH2:13][CH2:14][Cl:15].[ClH:1]>>[CH3:2][c:3]1[n:4][c:5]2[c:6]([O:17][CH3:18])[cH:7][cH:8][cH:9][c:10]2[c:11]2[c:12]1[CH2:13][CH2:14][N:25]2[c:24]1[c:23]([CH3:28])[cH:22][c:21]([O:20][CH3:19])[cH:27][cH:26]1. Procedure: To a solution of 120 mg (0.74 mmol) of 1H-indole-7-carboxylic acid and 240 mg of TBTU (0.74 mmol) in 8 ml DMF, were added 0.64 ml (3.72 mmol) of N,N-diisopropylethyl amine. After stirring for 5 min at rt, 280 mg (0.74 mmol) of (4-tert-butyl-benzyl)-(3-phenyl-propyl)-amine were added. After stirring for 4 h at rt, the reaction mixture was diluted with 80 ml water and extracted with EtOAc (2×). The combined organic phases were washed with brine, dried with magnesium sulfate, filtered and concentra... Reaction conditions: time 5 minute. Reaction SMILES: [NH:1]1[C:9]2[C:4](=[CH:5][CH:6]=[CH:7][C:8]=2[C:10]([OH:12])=O)[CH:3]=[CH:2]1.CN(C(ON1N=NC2C=CC=CC1=2)=[N+](C)C)C.[B-](F)(F)(F)F.C(N(CC)C(C)C)(C)C.[C:44]([C:48]1[CH:64]=[CH:63][C:51]([CH2:52][NH:53][CH2:54][CH2:55][CH2:56][C:57]2[CH:62]=[CH:61][CH:60]=[CH:59][CH:58]=2)=[CH:50][CH:49]=1)([CH3:47])([CH3:46])[CH3:45]>CN(C=O)C.O>[C:44]([C:48]1[CH:64]=[CH:63][C:51]([CH2:52][N:53]([CH2:54][CH2:55][CH2:56][C:57]2[CH:62]=[CH:61][CH:60]=[CH:59][CH:58]=2)[C:10]([C:8]2[CH:7]=[CH:6][CH:5]=[C:4]3[C:9]=2[NH:1][CH:2]=[CH:3]3)=[O:12])=[CH:50][CH:49]=1)([CH3:47])([CH3:45])[CH3:46] |f:1.2|. Reactants: C(C)(C)(C)C1=CC=C(CNCCCC2=CC=CC=C2)C=C1 ((4-tert-butyl-benzyl)-(3-phenyl-propyl)-amine), N1C=CC2=CC=CC(=C12)C(=O)O (1H-indole-7-carboxylic acid), CN(C)C(=[N+](C)C)ON1C2=C(C=CC=C2)N=N1.[B-](F)(F)(F)F (TBTU), C(C)(C)N(C(C)C)CC (N,N-diisopropylethyl amine). The product is C(C)(C)(C)C1=CC=C(CN(C(=O)C=2C=CC=C3C=CNC23)CCCC2=CC=CC=C2)C=C1 (1H-Indole-7-carboxylic acid (4-tert-butyl-benzyl)-(3-phenyl-propyl)-amide). Run in CN(C)C=O (DMF), O (water). Yield: 65.2%.